This data is from the Open Reaction Database (ORD), a public repository of structured organic reaction records. The task is: describe an organic reaction: reactants, conditions, products, and yield Reactants: CC[NH+](CC)CCN1C2=C3C(=C(C=C2)C)SC4=C(C3=N1)C=CC(=C4)Cl.CS(=O)(=O)[O-] (Ia-3), CCN(CC)CCN1C2=C3C(=C(C=C2)CO)SC4=C(C3=N1)C=CC(=C4)Cl (Ia-4), FC(C(=O)O)(F)F (trifluoroacetic acid). Run in O (water). Conditions: time 24 hour. Product: CCN(CC)CCN1C2=C3C(=C(C=C2)C)SC4=CC=CC=C4C3=N1 (Ia-5). As a reaction SMILES: [CH3:1][CH2:2][NH+:3]([CH2:6][CH2:7][N:8]1[N:20]=[C:19]2[C:10]3[C:11]([S:16][C:17]4[CH:24]=[C:23](Cl)[CH:22]=[CH:21][C:18]=42)=[C:12]([CH3:15])[CH:13]=[CH:14][C:9]1=3)[CH2:4][CH3:5].CS([O-])(=O)=O.CCN(CCN1N=C2C3C(SC4C=C(Cl)C=CC=42)=C(CO)C=CC1=3)CC.FC(F)(F)C(O)=O>O>[CH3:5][CH2:4][N:3]([CH2:6][CH2:7][N:8]1[N:20]=[C:19]2[C:10]3[C:11]([S:16][C:17]4[C:18]2=[CH:21][CH:22]=[CH:23][CH:24]=4)=[C:12]([CH3:15])[CH:13]=[CH:14][C:9]1=3)[CH2:2][CH3:1] |f:0.1|. Reported procedure: A mixture of the compounds according to Example Ia-3 and Ia-4 (cis-trans mixture) (300 mg), trifluoroacetic acid (10 ml) and water (10 ml) is stirred at room temperature for 24 hours and concentrated. The solid residue is washed with hot cyclohexane. Solvent: C(C)(=O)OCC (ethyl acetate). Product: C(=O)C1C(SC(CC1)C)C (3-formyl-2,6-dimethyltetrahydrothiopyran). Reagents/catalysts: [Ni] (Raney nickel). Reaction conditions: temperature 90 celsius. Procedure details: 100 g of 3-formyl-5,6-dihydro-2,6-dimethyl-2H-thiopyran prepared as described in Example 11(a), 60 ml of ethyl acetate and 30 g of Raney nickel were introduced into a stirred autoclave having a capacity of 300 ml. The autoclave was closed, and flushed with nitrogen. Hydrogen was forced in until the total pressure reached 30 bar, after which the mixture was heated to 90° C. and hydrogenated under these conditions until the pressure remained constant. It was then cooled, the catalyst was filtered ... Starting materials: C(=O)C=1C(SC(CC1)C)C (3-formyl-5,6-dihydro-2,6-dimethyl-2H-thiopyran). Isolated yield 87.9%. As a reaction SMILES: [CH:1]([C:3]1[CH:4]([CH3:10])[S:5][CH:6]([CH3:9])[CH2:7][CH:8]=1)=[O:2]>[Ni].C(OCC)(=O)C>[CH:1]([CH:3]1[CH2:8][CH2:7][CH:6]([CH3:9])[S:5][CH:4]1[CH3:10])=[O:2].